From a dataset of the Open Reaction Database (ORD), a public repository of structured organic reaction records. describe an organic reaction: reactants, conditions, products, and yield The reactants are COC(=O)c1cc(N(CCBr)CCBr)c(S(C)(=O)=O)cc1[N+](=O)[O-], Br, CO, CO, [K+], C1COCCO1, [OH-], O. Yields the product CS(=O)(=O)c1cc([N+](=O)[O-])c(C(=O)O)cc1N(CCBr)CCBr. As a reaction SMILES: [Br:1][CH2:2][CH2:3][N:4]([c:5]1[c:6]([S:18](=[O:19])(=[O:20])[CH3:21])[cH:7][c:8]([N+:15](=[O:16])[O-:17])[c:9]([C:10](=[O:11])[O:12][CH3:13])[cH:14]1)[CH2:22][CH2:23][Br:24].[BrH:35].[CH3:31][OH:32].[CH3:36][OH:37].[K+:34].[O:25]1[CH2:26][CH2:27][O:28][CH2:29][CH2:30]1.[OH-:33].[OH2:38]>>[Br:1][CH2:2][CH2:3][N:4]([c:5]1[c:6]([S:18](=[O:19])(=[O:20])[CH3:21])[cH:7][c:8]([N+:15](=[O:16])[O-:17])[c:9]([C:10](=[O:11])[OH:12])[cH:14]1)[CH2:22][CH2:23][Br:24].